From a dataset of the Open Reaction Database (ORD), a public repository of structured organic reaction records. describe an organic reaction: reactants, conditions, products, and yield Reactants: COC(=O)C1COCC1=O (4-oxo-tetrahydrofuran-3-carboxylic acid methyl ester), FC1=C(C(=N)N)C=C(C=C1)Cl (2-fluoro-5-chloro-benzamidine). Run in C(C)O (ethanol), CCO (EtOH). Conditions: temperature 80 celsius. Product: ClC=1C=CC(=C(C1)C=1N=C(C2=C(N1)COC2)O)F (2-(5-chloro-2-fluoro-phenyl)-5,7-dihydrofuro[3,4-d]pyrimidin-4-ol). Yield: 29.7%. Reaction SMILES: CO[C:3]([CH:5]1[C:9](=O)[CH2:8][O:7][CH2:6]1)=[O:4].[F:11][C:12]1[CH:20]=[CH:19][C:18]([Cl:21])=[CH:17][C:13]=1[C:14]([NH2:16])=[NH:15]>C(O)C>[Cl:21][C:18]1[CH:19]=[CH:20][C:12]([F:11])=[C:13]([C:14]2[N:16]=[C:3]([OH:4])[C:5]3[CH2:6][O:7][CH2:8][C:9]=3[N:15]=2)[CH:17]=1. Reported procedure: To a suspension of 4-oxo-tetrahydrofuran-3-carboxylic acid methyl ester (prepared according to Dowd, P.; Choi, S-C. Tetrahedron, 1991, 47, 4847-4860; 800 mg, 5.55 mmol, 1 eq) in ethanol (20 ml) was added a solution of 2-fluoro-5-chloro-benzamidine (961 mg, 5.55 mmol, 1 eq) in EtOH (10 ml). The reaction mixture was heated to 80° C. overnight. The reaction mixture was cooled to r.t. and the white precipitate was filtered and washed with cold ethyl actetate (2×20 ml). The crude residue was partitio...